From a dataset of the Open Reaction Database (ORD), a public repository of structured organic reaction records. describe an organic reaction: reactants, conditions, products, and yield As a reaction SMILES: [C:1]([NH:8][N:9]1[C:15](=[O:16])[CH2:14][C:13]2[CH:17]=[CH:18][CH:19]=[CH:20][C:12]=2[C:11]2[CH:21]=[CH:22][CH:23]=[CH:24][C:10]1=2)([O:3][C:4]([CH3:7])([CH3:6])[CH3:5])=[O:2].C([O-])([O-])=O.[Cs+].[Cs+].I[CH2:32][CH:33]([CH3:35])[CH3:34]>CN(C=O)C.C(Cl)Cl>[C:1]([NH:8][N:9]1[C:15](=[O:16])[CH:14]([CH2:32][CH:33]([CH3:35])[CH3:34])[C:13]2[CH:17]=[CH:18][CH:19]=[CH:20][C:12]=2[C:11]2[CH:21]=[CH:22][CH:23]=[CH:24][C:10]1=2)([O:3][C:4]([CH3:7])([CH3:6])[CH3:5])=[O:2] |f:1.2.3|. Procedure details: A solution of 5-(N-Boc-amino)-5,7-dihydro-6H-dibenz[b,d]azepin-6-one (0.2 g, 0.617 mmol) (Example 7-E) in DMF was treated with Cs2CO3 (0.22 g, 0.678 mmol) and warmed to 60° C. To the reaction mixture was added 1-iodo-2-methylpropane (0.078 ml, 0.678 mmol) and stirring continued for 17 h. After cooling to 23° C. the mixture was diluted with CH2Cl2, washed with several portions of brine and dried over Na2SO4. The title compound was purified by chromatography (SiO2, CHCl3/MeOH 9:1). Run in C(Cl)Cl (CH2Cl2), CN(C)C=O (DMF). The reactants are C(=O)(OC(C)(C)C)NN1C2=C(C3=C(CC1=O)C=CC=C3)C=CC=C2 (5-(N-Boc-amino)-5,7-dihydro-6H-dibenz[b,d]azepin-6-one), C(=O)([O-])[O-].[Cs+].[Cs+] (Cs2CO3), ICC(C)C (1-iodo-2-methylpropane). Conditions: temperature 60 celsius, time 17 hour. Product: C(=O)(OC(C)(C)C)NN1C2=C(C3=C(C(C1=O)CC(C)C)C=CC=C3)C=CC=C2 (5-(N-Boc-Amino)-7-(2-methylpropyl)-5,7-dihydro-6H-dibenz[b,d]azepin-6-one). The reactants are CSC1=NC=C(C(N1)=O)C1=CC=CC=C1 (2-(methylthio)-5-phenyl-4(3H)-pyrimidinone), NCCSCC1=CC=C(O1)CN(C)C (5-[[(2-aminoethyl)thio]methyl]-N,N-dimethyl-2-furanmethanamine). Product: CN(C)CC1=CC=C(O1)CSCCNC1=NC=C(C(N1)=O)C1=CC=CC=C1 (2-[[2-[[[5-[(Dimethylamino)methyl]-2-furanyl]methyl]thio]ethyl]amino]-5-phenyl-4(3H)-pyrimidinone). Yield: 79.2%. Reaction SMILES: CS[C:3]1[NH:8][C:7](=[O:9])[C:6]([C:10]2[CH:15]=[CH:14][CH:13]=[CH:12][CH:11]=2)=[CH:5][N:4]=1.[NH2:16][CH2:17][CH2:18][S:19][CH2:20][C:21]1[O:25][C:24]([CH2:26][N:27]([CH3:29])[CH3:28])=[CH:23][CH:22]=1>>[CH3:29][N:27]([CH2:26][C:24]1[O:25][C:21]([CH2:20][S:19][CH2:18][CH2:17][NH:16][C:3]2[NH:8][C:7](=[O:9])[C:6]([C:10]3[CH:11]=[CH:12][CH:13]=[CH:14][CH:15]=3)=[CH:5][N:4]=2)=[CH:22][CH:23]=1)[CH3:28]. Procedure details: A mixture of 2-(methylthio)-5-phenyl-4(3H)-pyrimidinone (1.09 g) and 5-[[(2-aminoethyl)thio]methyl]-N,N-dimethyl-2-furanmethanamine (2.14 g) was heated at 140° for 4 h. The cooled residue was chromatographed (silica/ethyl acetate-methanol, 1:1) to give a product which was crystallised from methyl acetate-light petroleum (b.p. 60°-80°) yielding the title compound (1.52 g) m.p. 116°-118°. The reactants are ClCCO (2-Chloroethanol), three, FC1=CC=C(C(C2=CC=C(C=C2)F)O)C=C1 (4,4'-difluorobenzhydrol), S(O)(O)(=O)=O (sulfuric acid). The solvent is C1(=CC=CC=C1)C (toluene), C1(=CC=CC=C1)C (toluene). Product: FC1=CC=C(C=C1)C(OCCCl)C1=CC=C(C=C1)F (1-[Bis(4-fluorophenyl)methoxy]-2-chloroethane). The yield is 59.5%. RXN SMILES: [Cl:1][CH2:2][CH2:3][OH:4].S(=O)(=O)(O)O.[F:10][C:11]1[CH:25]=[CH:24][C:14]([CH:15](O)[C:16]2[CH:21]=[CH:20][C:19]([F:22])=[CH:18][CH:17]=2)=[CH:13][CH:12]=1>C1(C)C=CC=CC=1>[F:10][C:11]1[CH:12]=[CH:13][C:14]([CH:15]([C:16]2[CH:21]=[CH:20][C:19]([F:22])=[CH:18][CH:17]=2)[O:4][CH2:3][CH2:2][Cl:1])=[CH:24][CH:25]=1. Procedure details: 2-Chloroethanol (2) (4.1 g, 51 mmol) was added to a 500 ml three neck round bottom flask containing 250 ml of toluene and sulfuric acid(1 ml, 18 mmol). A solution of 4,4'-difluorobenzhydrol (1) (9.16 g, 41.6 mmol) in 50 ml of toluene was then added dropwise over 30 minutes. Once addition was complete the resulting mixture was heated to reflux for 3 hours. At the end of this time the mixture was washed with 10% sodium carbonate (150 ml), water (150 ml), and dried over anhydrous magnesium sulfate.... The reactants are ClC1=NC=CC=C1 (2-Chloropyridine), C(CCC)[Sn](C1=CN=C2N1C=CC(=N2)C(F)(F)F)(CCCC)CCCC (3-tributylstannyl-7-trifluoromethylimidazo[1,2-α]pyrimidine). Yields the product N1=C(C=CC=C1)C1=CN=C2N1C=CC(=N2)C(F)(F)F (3-(pyridin-2-yl)-7-trifluoromethyl-imidazo[1,2-α]pyrimidine). Yield: 26.8%. Reaction SMILES: Cl[C:2]1[CH:7]=[CH:6][CH:5]=[CH:4][N:3]=1.C([Sn](CCCC)(CCCC)[C:13]1[N:17]2[CH:18]=[CH:19][C:20]([C:22]([F:25])([F:24])[F:23])=[N:21][C:16]2=[N:15][CH:14]=1)CCC>>[N:3]1[CH:4]=[CH:5][CH:6]=[CH:7][C:2]=1[C:13]1[N:17]2[CH:18]=[CH:19][C:20]([C:22]([F:23])([F:24])[F:25])=[N:21][C:16]2=[N:15][CH:14]=1. Reported procedure: 2-Chloropyridine (361 μl, 3.78 mmol) was coupled to 3-tributylstannyl-7-trifluoromethylimidazo[1,2-α]pyrimidine (1.89 mmol) by the method of Example 1 to give 3-(pyridin-2-yl)-7-trifluoromethyl-imidazo[1,2-α]pyrimidine (134 mg) as a white solid: δH (400 MHz, CDCl3) 7.24-7.30 (1H, m), 7.33 (1H, d, J 7.0), 7.82-7.84 (2H, m), 8.51 (1H, s), 8.68-8.70 (1H, m), 10.54 (1H, d, J 7.0); m/z (ES+) 265 (M++H). Run in ClCCl (dichloromethane). Reagents/catalysts: [O-2].[O-2].[Mn+4] (manganese dioxide). Procedure: The solution of 6.08 g of 6-hydroxymethyl-4-(3-methoxypropyl)-4H-benzo[1,4]oxazin-3-one and 300 ml of dichloromethane is admixed with 20.9 g of manganese dioxide and stirred over 8 hours. The reaction mixture is filtered and the filtrate is concentrated by evaporation. The title compound is obtained as a slightly yellowish oil from the residue by means of flash chromatography (SiO2 60F). Rf=0.59 (4:1 EtOAc-heptane); Rt=3.24. Run at time 8 hour. Starting materials: OCC=1C=CC2=C(N(C(CO2)=O)CCCOC)C1 (6-hydroxymethyl-4-(3-methoxypropyl)-4H-benzo[1,4]oxazin-3-one). The product is COCCCN1C(COC2=C1C=C(C=C2)C=O)=O (4-(3-Methoxypropyl)-3-oxo-3,4-dihydro-2H-benzo[1,4]oxazine-6-carbaldehyde), SiO2. As a reaction SMILES: [OH:1][CH2:2][C:3]1[CH:4]=[CH:5][C:6]2[O:11][CH2:10][C:9](=[O:12])[N:8]([CH2:13][CH2:14][CH2:15][O:16][CH3:17])[C:7]=2[CH:18]=1>[O-2].[O-2].[Mn+4].ClCCl>[CH3:17][O:16][CH2:15][CH2:14][CH2:13][N:8]1[C:7]2[CH:18]=[C:3]([CH:2]=[O:1])[CH:4]=[CH:5][C:6]=2[O:11][CH2:10][C:9]1=[O:12] |f:1.2.3|. RXN SMILES: [CH3:31][CH2:32][O:33][C:34](=[O:35])[CH3:36].[Cl:20][c:21]1[cH:22][c:23]([N:28]=[C:29]=[S:30])[cH:24][c:25]([Cl:27])[cH:26]1.[NH2:1][c:2]1[cH:3][c:4]([S:10](=[O:11])(=[O:12])[NH:13][c:14]2[cH:15][cH:16][cH:17][cH:18][cH:19]2)[cH:5][cH:6][c:7]1[O:8][CH3:9]>>[NH:1]([c:2]1[cH:3][c:4]([S:10](=[O:11])(=[O:12])[NH:13][c:14]2[cH:15][cH:16][cH:17][cH:18][cH:19]2)[cH:5][cH:6][c:7]1[O:8][CH3:9])[C:29]([NH:28][c:23]1[cH:22][c:21]([Cl:20])[cH:26][c:25]([Cl:27])[cH:24]1)=[S:30]. Yields the product COc1ccc(S(=O)(=O)Nc2ccccc2)cc1NC(=S)Nc1cc(Cl)cc(Cl)c1. The reactants are CCOC(C)=O, S=C=Nc1cc(Cl)cc(Cl)c1, COc1ccc(S(=O)(=O)Nc2ccccc2)cc1N. The reagents and catalysts are [Pd] (palladium/carbon). Run in [H][H] (hydrogen). Product: C1(=CC=CC=C1)C(CCCCO)C1=CC=CC=C1 (5,5-diphenylpentanol). Reported procedure: 10 ml of methanol was added to a mixture of 320 mg (1.34 mmol) of 5,5-diphenyl-2-pentene-1-ol and a catalytic amount of 10% palladium/carbon, and they were stirred in hydrogen atmosphere at room temperature under ambient pressure for 12 hours. The catalyst was filtered out and the obtained filtrate was concentrated under reduced pressure to obtain the unpurified title compound. Reactants: CO (methanol), C1(=CC=CC=C1)C(CC=CCO)C1=CC=CC=C1 (5,5-diphenyl-2-pentene-1-ol). RXN SMILES: CO.[C:3]1([CH:9]([C:15]2[CH:20]=[CH:19][CH:18]=[CH:17][CH:16]=2)[CH2:10][CH:11]=[CH:12][CH2:13][OH:14])[CH:8]=[CH:7][CH:6]=[CH:5][CH:4]=1>[H][H].[Pd]>[C:15]1([CH:9]([C:3]2[CH:4]=[CH:5][CH:6]=[CH:7][CH:8]=2)[CH2:10][CH2:11][CH2:12][CH2:13][OH:14])[CH:16]=[CH:17][CH:18]=[CH:19][CH:20]=1. Reactants: ClCCCOC1=C(C#N)C=CC=C1 (2-(3-Chloropropan-1-yl)oxybenzonitrile), Cl.Cl.N1CCC(CC1)NC(=O)C1=CC2=CN=C3C=CC=C(S1)N32 (N-(piperidin-4-yl)-5-thia-1,8b-diazaacenaphthylene-4-carboxamide dihydrochloride), C1CCC2=NCCCN2CC1 (1,8-diazabicyclo[5.4.0]-7-undecene), [I-].[Na+] (sodium iodide). The solvent is C(C)N(CC)CC (triethylamine), C(C)#N (acetonitrile). Yields the product C(#N)C1=C(C=CC=C1)OCCCN1CCC(CC1)NC(=O)C1=CC2=CN=C3C=CC=C(S1)N32 (N-[1-[3-(2-cyanophenyloxy)propan-1-yl]piperidin-4-yl]-5-thia-1,8b-diazaacenaphthylene-4-carboxamide). Isolated yield 82.9%. RXN SMILES: Cl[CH2:2][CH2:3][CH2:4][O:5][C:6]1[CH:13]=[CH:12][CH:11]=[CH:10][C:7]=1[C:8]#[N:9].Cl.Cl.[NH:16]1[CH2:21][CH2:20][CH:19]([NH:22][C:23]([C:25]2[S:35][C:34]3[N:36]4[C:27](=[CH:28][N:29]=[C:30]4[CH:31]=[CH:32][CH:33]=3)[CH:26]=2)=[O:24])[CH2:18][CH2:17]1.C1CCN2C(=NCCC2)CC1.[I-].[Na+]>C(N(CC)CC)C.C(#N)C>[C:8]([C:7]1[CH:10]=[CH:11][CH:12]=[CH:13][C:6]=1[O:5][CH2:4][CH2:3][CH2:2][N:16]1[CH2:17][CH2:18][CH:19]([NH:22][C:23]([C:25]2[S:35][C:34]3[N:36]4[C:27](=[CH:28][N:29]=[C:30]4[CH:31]=[CH:32][CH:33]=3)[CH:26]=2)=[O:24])[CH2:20][CH2:21]1)#[N:9] |f:1.2.3,5.6|. Procedure: 2-(3-Chloropropan-1-yl)oxybenzonitrile (503 mg) was added, at room temperature, to an acetonitrile solution (20 ml) of N-(piperidin-4-yl)-5-thia-1,8b-diazaacenaphthylene-4-carboxamide dihydrochloride (800 mg), 1,8-diazabicyclo[5.4.0]-7-undecene (662 mg), triethylamine (1.09 g) and sodium iodide (285 mg). The mixture was heated under reflux for 7.5 hours under nitrogen atmosphere. The reaction mixture was concentrated under reduced pressure. To the concentrate was added water, which was subjected... The reactants are COC(CC1CCC(CC1)C1=CC=C(C=C1)C1=NC=C(C=C1)NC1=NC=C(C=C1)SC)=O ((4-{4-[5-(5-Methylsulfanyl-pyridin-2-ylamino)-pyridin-2-yl]-phenyl}-cyclohexyl)-acetic acid methyl ester), [Li+].[OH-] (LiOH). Solvent: C1CCOC1.CO (THF MeOH). Run at time 18 hour. The product is CSC=1C=CC(=NC1)NC=1C=CC(=NC1)C1=CC=C(C=C1)C1CCC(CC1)CC(=O)O ((4-{4-[5-(5-Methylsulfanyl-pyridin-2-ylamino)-pyridin-2-yl]-phenyl}-cyclohexyl)-acetic acid). Reaction SMILES: C[O:2][C:3](=[O:32])[CH2:4][CH:5]1[CH2:10][CH2:9][CH:8]([C:11]2[CH:16]=[CH:15][C:14]([C:17]3[CH:22]=[CH:21][C:20]([NH:23][C:24]4[CH:29]=[CH:28][C:27]([S:30][CH3:31])=[CH:26][N:25]=4)=[CH:19][N:18]=3)=[CH:13][CH:12]=2)[CH2:7][CH2:6]1.[Li+].[OH-]>C1COCC1.CO>[CH3:31][S:30][C:27]1[CH:28]=[CH:29][C:24]([NH:23][C:20]2[CH:21]=[CH:22][C:17]([C:14]3[CH:15]=[CH:16][C:11]([CH:8]4[CH2:7][CH2:6][CH:5]([CH2:4][C:3]([OH:32])=[O:2])[CH2:10][CH2:9]4)=[CH:12][CH:13]=3)=[N:18][CH:19]=2)=[N:25][CH:26]=1 |f:1.2,3.4|. Procedure: The crude (4-{4-[5-(5-Methylsulfanyl-pyridin-2-ylamino)-pyridin-2-yl]-phenyl}-cyclohexyl)-acetic acid methyl ester was dissolved in THF/MeOH (4:1, 2.5 mL) and to it was added aqueous LiOH (4M, 0.5 mL). The mixture was stirred at room temperature for 18 hours, then was immediately purified via reverse-phase HPLC to yield the title compound as a white solid: 1H NMR (400 MHz, DMSO-d6) δ ppm 1.08-1.20 (m, 2 H) 1.44-1.57 (m, 2 H) 1.84 (m, 5 H) 2.16 (d, J=6.82 Hz, 2 H) 2.50 (m, 1 H) 6.91 (d, J=8.59 Hz...